Dataset: the Open Reaction Database (ORD), a public repository of structured organic reaction records. Task: describe an organic reaction: reactants, conditions, products, and yield Starting materials: CC1=NC2=CC=C(C=C2C=C1)[N+](=O)[O-] (2-Methyl-6-nitroquinoline). Reagents/catalysts: [Pd] (Pd/C). Run in C(C)O (ethanol). Yields the product NC=1C=C2C=CC(=NC2=CC1)C (6-Amino-2-methylquinoline). RXN SMILES: [CH3:1][C:2]1[CH:11]=[CH:10][C:9]2[C:4](=[CH:5][CH:6]=[C:7]([N+:12]([O-])=O)[CH:8]=2)[N:3]=1>C(O)C.[Pd]>[NH2:12][C:7]1[CH:8]=[C:9]2[C:4](=[CH:5][CH:6]=1)[N:3]=[C:2]([CH3:1])[CH:11]=[CH:10]2. Procedure details: 2-Methyl-6-nitroquinoline (18.8 g) was stirred under a hydrogen atmosphere at 30 p.s.i. (equivalent to 206. 8 kPa) for 2 hours in ethanol solution containing 5% Pd/C. The catalyst was then removed by filtration, the filtrate evaporated to small volume in vacuo, and the resultant precipitate collected by filtration, washed with ethanol and ether, and dried to give the title compound, yield 13.2 g, m.p. 188°-189°.